Dataset: the Open Reaction Database (ORD), a public repository of structured organic reaction records. Task: describe an organic reaction: reactants, conditions, products, and yield Starting materials: [Cl-].N (ammonia chloride), FC(CO)(F)F (2,2,2-Trifluoroethanol), ClC1=NC(=NC=C1)SC (4-chloro-2-(methylthio)pyrimidine), [H-].[Na+] (sodium hydride). Run in CN(C=O)C (N,N-dimethylformamide). Reaction conditions: time 20 minute. Product: CSC1=NC=CC(=N1)OCC(F)(F)F (2-(methylthio)-4-(2,2,2-trifluoroethoxy)pyrimidine). The yield is 73.1%. RXN SMILES: [F:1][C:2]([F:6])([F:5])[CH2:3][OH:4].[H-].[Na+].Cl[C:10]1[CH:15]=[CH:14][N:13]=[C:12]([S:16][CH3:17])[N:11]=1.[Cl-].N>CN(C)C=O>[CH3:17][S:16][C:12]1[N:13]=[C:14]([O:4][CH2:3][C:2]([F:6])([F:5])[F:1])[CH:15]=[CH:10][N:11]=1 |f:1.2,4.5|. Reported procedure: 2,2,2-Trifluoroethanol (3.74 g) was dissolved in N,N-dimethylformamide (50 mL), sodium hydride (about 60% in oil) (1.37 g) was added under ice-cooling, and the mixture was stirred at room temperature for 20 min. After ice-cooling again, 4-chloro-2-(methylthio)pyrimidine (5.0 g) was added, and the mixture was stirred at 0° C. for 1 hr. Saturated aqueous ammonia chloride solution was added to the reaction mixture, and the mixture was extracted with ethyl acetate. The organic layer was washed with ... Reactants: ClCCCCBr, O=C([O-])[O-], CCCCCCCCCCCCCCCCCCN1CCCCC1CCO, CC(C)=O, [K+], [K+]. Product: CCCCCCCCCCCCCCCCCCN1CCCCC1CCOCCCCCl. Reaction SMILES: [Br:28][CH2:29][CH2:30][CH2:31][CH2:32][Cl:33].[C:34](=[O:35])([O-:36])[O-:37].[CH2:1]([CH2:2][CH2:3][CH2:4][CH2:5][CH2:6][CH2:7][CH2:8][CH2:9][CH2:10][CH2:11][CH2:12][CH2:13][CH2:14][CH2:15][CH2:16][CH2:17][CH3:18])[N:19]1[CH:20]([CH2:25][CH2:26][OH:27])[CH2:21][CH2:22][CH2:23][CH2:24]1.[CH3:40][C:41](=[O:42])[CH3:43].[K+:38].[K+:39]>>[CH2:1]([CH2:2][CH2:3][CH2:4][CH2:5][CH2:6][CH2:7][CH2:8][CH2:9][CH2:10][CH2:11][CH2:12][CH2:13][CH2:14][CH2:15][CH2:16][CH2:17][CH3:18])[N:19]1[CH:20]([CH2:25][CH2:26][O:27][CH2:29][CH2:30][CH2:31][CH2:32][Cl:33])[CH2:21][CH2:22][CH2:23][CH2:24]1. The reactants are CS(=O)(=O)OCc1cncc(Br)c1, [N-]=[N+]=[N-], [Na+], CN(C)C=O, O. Yields the product [N-]=[N+]=NCc1cncc(Br)c1. As a reaction SMILES: [Br:1][c:2]1[cH:3][c:4]([CH2:8][O:9][S:10]([CH3:11])(=[O:12])=[O:13])[cH:5][n:6][cH:7]1.[N-:14]=[N+:15]=[N-:16].[Na+:17].[O:18]=[CH:19][N:20]([CH3:21])[CH3:22].[OH2:23]>>[Br:1][c:2]1[cH:3][c:4]([CH2:8][N:14]=[N+:15]=[N-:16])[cH:5][n:6][cH:7]1. Starting materials: BrC1=NC=C(C=C1)C (2-Bromo-5-methylpyridine), NCCCN (1,3-diaminopropane). Run in N1=CC=CC=C1 (pyridine). Product: NCCCNC1=NC=C(C=C1)C (2-(3-aminopropylamino)-5-methylpyridine). RXN SMILES: Br[C:2]1[CH:7]=[CH:6][C:5]([CH3:8])=[CH:4][N:3]=1.[NH2:9][CH2:10][CH2:11][CH2:12][NH2:13]>N1C=CC=CC=1>[NH2:9][CH2:10][CH2:11][CH2:12][NH:13][C:2]1[CH:7]=[CH:6][C:5]([CH3:8])=[CH:4][N:3]=1. Procedure details: 2-Bromo-5-methylpyridine (17.2 g), 1,3-diaminopropane (37 g) and pyridine (10 ml) were heated together under reflux for 6 hr. The mixture was stripped to remove excess diaminopropane and the residue taken up in water. The pH was adjusted to 7.5 with conc. hydrochloric acid and extracted with chloroform. The aqueous solution was basified with conc. sodium hydroxide to pH 14 and extracted again with chloroform. The extracts were dried (K2CO3) and stripped to give 2-(3-aminopropylamino)-5-methylpyr... Reactants: Cc1ccccc1, O=C(Cl)c1ccc(-c2ccccn2)cc1F, COC(=O)c1cccc(N)c1O, c1ccncc1. Yields the product COC(=O)c1cccc(NC(=O)c2ccc(-c3ccccn3)cc2F)c1O. As a reaction SMILES: [CH3:35][c:36]1[cH:37][cH:38][cH:39][cH:40][cH:41]1.[F:19][c:20]1[c:21]([C:22](=[O:23])[Cl:24])[cH:25][cH:26][c:27](-[c:29]2[n:30][cH:31][cH:32][cH:33][cH:34]2)[cH:28]1.[NH2:1][c:2]1[c:3]([OH:12])[c:4]([C:5](=[O:6])[O:7][CH3:8])[cH:9][cH:10][cH:11]1.[cH:13]1[cH:14][cH:15][n:16][cH:17][cH:18]1>>[NH:1]([c:2]1[c:3]([OH:12])[c:4]([C:5](=[O:6])[O:7][CH3:8])[cH:9][cH:10][cH:11]1)[C:22]([c:21]1[c:20]([F:19])[cH:28][c:27](-[c:29]2[n:30][cH:31][cH:32][cH:33][cH:34]2)[cH:26][cH:25]1)=[O:23]. Starting materials: Cl.NC1=C(O)C=C(C(=C1)O)N (2,5-diaminohydroquinone hydrochloride), C1(=CC=CC=C1)C(Cl)(Cl)Cl (benzotrichloride). Reaction conditions: temperature 190 celsius. Product: C1(=CC=CC=C1)C=1OC2=C(N1)C=C1C(N=C(O1)C1=CC=CC=C1)=C2 (2,6-diphenylbenzo-(1,2-d:4,5-d')-bisoxazole). RXN SMILES: Cl.[NH2:2][C:3]1[CH:9]=[C:8]([OH:10])[C:7]([NH2:11])=[CH:6][C:4]=1[OH:5].[C:12]1([C:18](Cl)(Cl)Cl)[CH:17]=[CH:16][CH:15]=[CH:14][CH:13]=1>>[C:12]1([C:18]2[O:5][C:4]3[CH:6]=[C:7]4[N:11]=[C:18]([C:12]5[CH:17]=[CH:16][CH:15]=[CH:14][CH:13]=5)[O:10][C:8]4=[CH:9][C:3]=3[N:2]=2)[CH:17]=[CH:16][CH:15]=[CH:14][CH:13]=1 |f:0.1|. Reported procedure: In the apparatus described in Example 13, 5.9 g of 2,5-diaminohydroquinone hydrochloride (28 m moles) were placed and at 180° C, 7.6 g of benzotrichloride (39 m moles) were added drop by drop. After 3 hours of heating at 190° C, the mixture was cooled and ground with mortar and pestle. The reaction product was extracted twice with 150 ml of xylene and passed through an aluminum oxide column heated at 125° C. The product was 4.5 g of crude XXII (74% of the theory). After two recrystallizations fr... Starting materials: [Li]CCCC, CC1CCCN1CCc1ccc(NC(=O)C(C)(C)C)cc1, CN(C)C=O, CCOCC. Yields the product CC1CCCN1CCc1ccc(NC(=O)C(C)(C)C)c(C=O)c1. RXN SMILES: [CH2:22]([Li:23])[CH2:24][CH2:25][CH3:26].[CH3:1][C:2]([C:3](=[O:4])[NH:5][c:6]1[cH:7][cH:8][c:9]([CH2:12][CH2:13][N:14]2[CH:15]([CH3:19])[CH2:16][CH2:17][CH2:18]2)[cH:10][cH:11]1)([CH3:20])[CH3:21].[CH3:27][N:28]([CH:29]=[O:30])[CH3:31].[CH3:32][CH2:33][O:34][CH2:35][CH3:36]>>[CH3:1][C:2]([C:3](=[O:4])[NH:5][c:6]1[cH:7][cH:8][c:9]([CH2:12][CH2:13][N:14]2[CH:15]([CH3:19])[CH2:16][CH2:17][CH2:18]2)[cH:10][c:11]1[CH:29]=[O:30])([CH3:20])[CH3:21]. Starting materials: BrC1=CC=NC2=CC=NC=C12 (4-bromo-1,6-naphthyridine), CNC (dimethylamine). The product is CN(C1=CC=NC2=CC=NC=C12)C (4-dimethylamino-1,6-naphthyridine). Reaction SMILES: Br[C:2]1[C:11]2[C:6](=[CH:7][CH:8]=[N:9][CH:10]=2)[N:5]=[CH:4][CH:3]=1.[CH3:12][NH:13][CH3:14]>>[CH3:12][N:13]([CH3:14])[C:2]1[C:11]2[C:6](=[CH:7][CH:8]=[N:9][CH:10]=2)[N:5]=[CH:4][CH:3]=1. Procedure details: Paudler et al., J. Heterocyclic Chem. 2 (4), 393-8 (1965), show the synthesis and NMR spectra of various 4-substituted-1,6-naphthyridines, for example, the reaction of 4-hydroxy-1,6-naphthyridine with POBr3 or POCl3 to obtain 4-bromo-1,6-naphthyridine or 4-chloro-1,6-naphthyridine, respectively. Also shown is the reaction of 4-bromo-1,6-naphthyridine with dimethylamine to produce 4-dimethylamino-1,6-naphthyridine and the reaction 4-chloro-1,6-naphthyridine with piperidine or hydrazine to produce...